describe an organic reaction: reactants, conditions, products, and yield From a dataset of the Open Reaction Database (ORD), a public repository of structured organic reaction records. Starting materials: C=CC(=O)OCC, CCCCCC, CCOC(C)=O, CCN(C(C)C)C(C)C, Clc1ccc(I)cn1, CC(=O)[O-], CC(=O)[O-], CN(C)C=O, O, [Pd+2], Cc1ccccc1P(c1ccccc1C)c1ccccc1C. The product is CCOC(=O)C=Cc1ccc(Cl)nc1. Reaction SMILES: [C:40]([CH:41]=[CH2:42])(=[O:43])[O:44][CH2:45][CH3:46].[CH3:52][CH2:53][CH2:54][CH2:55][CH2:56][CH3:57].[CH3:58][CH2:59][O:60][C:61]([CH3:62])=[O:63].[CH:31]([N:32]([CH:33]([CH3:34])[CH3:35])[CH2:36][CH3:37])([CH3:38])[CH3:39].[Cl:1][c:2]1[n:3][cH:4][c:5]([I:8])[cH:6][cH:7]1.[O-:65][C:66]([CH3:67])=[O:68].[O-:69][C:70]([CH3:71])=[O:72].[O:47]=[CH:48][N:49]([CH3:50])[CH3:51].[OH2:73].[Pd+2:64].[c:9]1([CH3:10])[cH:11][cH:12][cH:13][cH:14][c:15]1[P:16]([c:17]1[cH:18][cH:19][cH:20][cH:21][c:22]1[CH3:23])[c:24]1[cH:25][cH:26][cH:27][cH:28][c:29]1[CH3:30]>>[Cl:1][c:2]1[n:3][cH:4][c:5]([CH:42]=[CH:41][C:40](=[O:43])[O:44][CH2:45][CH3:46])[cH:6][cH:7]1. Reactants: [N+](=O)(O)[O-] (nitric acid), CC1=C(C=CC(=C1)C)NC(C)=O (N-(2,4-dimethylphenyl)acetamide). Solvent: S(O)(O)(=O)=O (sulfuric acid). Conditions: temperature 0 celsius, time 1 hour. Yields the product CC1=C(C=C(C(=C1)C)[N+](=O)[O-])NC(C)=O (N-(2.4-dimethyl-5-nitrophenyl)acetamide). RXN SMILES: [N+:1]([O-:4])(O)=[O:2].[CH3:5][C:6]1[CH:11]=[C:10]([CH3:12])[CH:9]=[CH:8][C:7]=1[NH:13][C:14](=[O:16])[CH3:15]>S(=O)(=O)(O)O>[CH3:5][C:6]1[CH:11]=[C:10]([CH3:12])[C:9]([N+:1]([O-:4])=[O:2])=[CH:8][C:7]=1[NH:13][C:14](=[O:16])[CH3:15]. Reported procedure: A mixture of concentrated nitric acid (20 mL) and concentrated sulfuric acid (20 mL) was cooled in an ice-salt bath to 0° C. N-(2,4-dimethylphenyl)acetamide (9.5 g) was added portionwise at such a rate to maintain the temperature below 5° C. The mixture was then allowed to stir in the cold for an additional one hour. Reactants: COC1CCN(CC1)CCNC=1N=[N+](C2=C(N1)C=C1CCCC1=C2)[O-] (N-[2-(4-Methoxy-1-piperidinyl)ethyl]-7,8-dihydro-6H-indeno[5,6-e][1,2,4]triazin-3-amine 1-Oxide), 1,4-dioxide, CO.CCOC(=O)C (MeOH EtOAc). Product: COC1CCN(CC1)CCNC=1N=[N+](C2=C([N+]1[O-])C=C1CCCC1=C2)[O-] (N-[2-(4-Methoxy-1-piperidinyl)ethyl]-7,8-dihydro-6H-indeno[5,6-e][1,2,4]triazin-3-amine 1,4-Dioxide). Reaction SMILES: [CH3:1][O:2][CH:3]1[CH2:8][CH2:7][N:6]([CH2:9][CH2:10][NH:11][C:12]2[N:13]=[N+:14]([O-:25])[C:15]3[CH:24]=[C:23]4[C:19]([CH2:20][CH2:21][CH2:22]4)=[CH:18][C:16]=3[N:17]=2)[CH2:5][CH2:4]1.CO.CC[O:30]C(C)=O>>[CH3:1][O:2][CH:3]1[CH2:8][CH2:7][N:6]([CH2:9][CH2:10][NH:11][C:12]2[N:13]=[N+:14]([O-:25])[C:15]3[CH:24]=[C:23]4[C:19]([CH2:20][CH2:21][CH2:22]4)=[CH:18][C:16]=3[N+:17]=2[O-:30])[CH2:5][CH2:4]1 |f:1.2|. Reported procedure: H2O2 (70%, 3.1 mL, ca. 62.6 mmol) was added dropwise to a stirred solution of TFAA (8.8 mL, 62.6 mmol) in DCM (40 mL) at 0° C. The solution was stirred at 0° C. for 5 min, warmed to 20° C. for 10 min, then cooled to 0° C. and added to a stirred solution of 1-oxide 42 (2.15 g, 6.3 mmol) and TFA (2.4 mL, 31.3 mmol) in DCM (50 mL) at 0° C. The solution was stirred at 20° C. for 8 h, diluted with dilute aqueous NH3 solution (10 mL) and extracted with DCM (4×50 mL). The combined organic fraction was ...